From a dataset of the Open Reaction Database (ORD), a public repository of structured organic reaction records. describe an organic reaction: reactants, conditions, products, and yield Reactants: COC(CN(CCCCN(CCC)CCC)CC1=CC=C(C=C1)CN(CC=1N(C=CN1)C)CC=1N(C=CN1)C)=O ([(4-[[bis-(1-methyl-1H-imidazol-2-ylmethyl)-amino]-methyl]-benzyl)-(4-dipropylamino-butyl)-amino]-acetic acid methyl ester). Solvent: Cl (hydrochloric acid). Reaction conditions: temperature 100 celsius, time 1 hour. The product is CN1C(=NC=C1)CN(CC=1N(C=CN1)C)CC1=CC=C(CN(CCCCN(CCC)CCC)CC(=O)O)C=C1 ([(4-[[bis-(1-methyl-1H-imidazol-2-ylmethyl)-amino]-methyl]-benzyl)-(4-dipropylamino-butyl)-amino]-acetic acid). The yield is 130.5%. RXN SMILES: C[O:2][C:3](=[O:40])[CH2:4][N:5]([CH2:17][C:18]1[CH:23]=[CH:22][C:21]([CH2:24][N:25]([CH2:33][C:34]2[N:35]([CH3:39])[CH:36]=[CH:37][N:38]=2)[CH2:26][C:27]2[N:28]([CH3:32])[CH:29]=[CH:30][N:31]=2)=[CH:20][CH:19]=1)[CH2:6][CH2:7][CH2:8][CH2:9][N:10]([CH2:14][CH2:15][CH3:16])[CH2:11][CH2:12][CH3:13]>Cl>[CH3:39][N:35]1[CH:36]=[CH:37][N:38]=[C:34]1[CH2:33][N:25]([CH2:24][C:21]1[CH:22]=[CH:23][C:18]([CH2:17][N:5]([CH2:4][C:3]([OH:40])=[O:2])[CH2:6][CH2:7][CH2:8][CH2:9][N:10]([CH2:14][CH2:15][CH3:16])[CH2:11][CH2:12][CH3:13])=[CH:19][CH:20]=1)[CH2:26][C:27]1[N:28]([CH3:32])[CH:29]=[CH:30][N:31]=1. Procedure details: The compound (36.8 mg) obtained in Example 81-1 was dissolved in concentrated hydrochloric acid (1.0 ml) and the whole was stirred at 100° C. for 1 hour. After completion of the reaction, the solution was concentrated and dried under vacuum, thereby obtaining a hydrochloride (46.8 mg) of the subject compound as a white solid. Procedure details: A solution of 0.390 ml (2.78 mmol) diisopropylamine in dry THF (2 ml) was cooled to −70° C. under inert gas atmosphere, and 1.74 ml (2.78 mmol) n-butyllithium solution (1.6 M in hexanes) were added dropwise. Then, a solution of 129 μl (2.45 mmol) acetonitrile in dry THF (2 ml) was slowly added over 10 min. The resulting solution was stirred for further 30 min at −70° C. before a solution of 200 mg (1.635 mmol) 4-fluorobenzonitrile in dry THF (2 ml) was added. The mixture was allowed to warm to r... Reaction SMILES: [CH:1]([NH:4]C(C)C)(C)[CH3:2].C([Li])CCC.C(#N)C.[F:16][C:17]1[CH:24]=[CH:23][C:20]([C:21]#[N:22])=[CH:19][CH:18]=1>C1COCC1.O>[NH2:22][C:21]([C:20]1[CH:23]=[CH:24][C:17]([F:16])=[CH:18][CH:19]=1)=[CH:2][C:1]#[N:4]. Solvent: O (water), C1CCOC1 (THF), C1CCOC1 (THF), C1CCOC1 (THF). The reactants are C(C)(C)NC(C)C (diisopropylamine), C(CCC)[Li] (n-butyllithium), C(C)#N (acetonitrile), FC1=CC=C(C#N)C=C1 (4-fluorobenzonitrile). Product: NC(=CC#N)C1=CC=C(C=C1)F (3-Amino-3-(4-fluorophenyl)prop-2-enenitrile). Reactants: C(=O)(O)C=1C(OC2=CC(=CC=C2C1)O)=O (3-carboxy-7-hydroxycoumarin), C(=O)(O)C=1C(OC2=CC(=CC=C2C1)O)=O (3-carboxy-7-hydroxycoumarin), Cl.C(C)N=C=NCCCN(C)C (1-ethyl-3-(3-dimethylaminopropyl)carbodiimide hydrochloride). Reaction conditions: temperature 4 celsius, time 1 hour. Yields the product O1C(=O)C=CC2=CC=CC=C12 (coumarin). RXN SMILES: C([C:4]1[C:5](=[O:15])[O:6][C:7]2[C:12]([CH:13]=1)=[CH:11][CH:10]=[C:9](O)[CH:8]=2)(O)=O.Cl.C(N=C=NCCCN(C)C)C>>[O:6]1[C:7]2[C:12](=[CH:11][CH:10]=[CH:9][CH:8]=2)[CH:13]=[CH:4][C:5]1=[O:15] |f:1.2|. Procedure: Antibody which binds specifically to atherosclerotic plaque (1 m mole) is dialyzed st 4° C. against a buffer solution of 0.01M PBS, pH 6.8 overnight. To this solution is added 50 nmole of 3-carboxy-7-hydroxycoumarin. The solution is added 50 mnole of 3-carboxy-7-hydroxycoumarin. The solution is cooled in an ice bath and added with 50 nmole of 1-ethyl-3-(3-dimethylaminopropyl)carbodiimide hydrochloride. After addition the mixture was stirred at 4° C. for one hour and chromatographed on a 2.5 c 50... Reactants: COc1cc(F)ccc1-c1ccc2c(c1COC(=O)c1ccc(OC(C)=O)cc1)C(C)=CC(C)(C)N2, O=C([O-])[O-], CO, [K+], [K+]. The product is COc1cc(F)ccc1-c1ccc2c(c1COC(=O)c1ccc(O)cc1)C(C)=CC(C)(C)N2. RXN SMILES: [C:1](=[O:2])([CH3:3])[O:4][c:5]1[cH:6][cH:7][c:8]([C:9](=[O:10])[O:11][CH2:12][c:13]2[c:14]3[c:19]([cH:20][cH:21][c:22]2-[c:23]2[c:24]([O:30][CH3:31])[cH:25][c:26]([F:29])[cH:27][cH:28]2)[NH:18][C:17]([CH3:32])([CH3:33])[CH:16]=[C:15]3[CH3:34])[cH:35][cH:36]1.[C:37](=[O:38])([O-:39])[O-:40].[CH3:43][OH:44].[K+:41].[K+:42]>>[OH:4][c:5]1[cH:6][cH:7][c:8]([C:9](=[O:10])[O:11][CH2:12][c:13]2[c:14]3[c:19]([cH:20][cH:21][c:22]2-[c:23]2[c:24]([O:30][CH3:31])[cH:25][c:26]([F:29])[cH:27][cH:28]2)[NH:18][C:17]([CH3:32])([CH3:33])[CH:16]=[C:15]3[CH3:34])[cH:35][cH:36]1. Starting materials: C(C)OC1=CN=CC(=N1)C1=CNC2=CC=C(C=C12)C1=NN=C(S1)NCC1=CC=C(C=C1)OC (5-(3-(6-ethoxypyrazin-2-yl)-1H-indol-5-yl)-N-(4-methoxybenzyl)-1,3,4-thiadiazol-2-amine). Solvent: C(=O)(C(F)(F)F)O (TFA). Conditions: temperature 120 celsius. The product is C(C)OC1=CN=CC(=N1)C1=CNC2=CC=C(C=C12)C1=NN=C(S1)N (5-(3-(6-ethoxypyrazin-2-yl)-1H-indol-5-yl)-1,3,4-thiadiazol-2-amine). Isolated yield 37.2%. As a reaction SMILES: [CH2:1]([O:3][C:4]1[N:9]=[C:8]([C:10]2[C:18]3[C:13](=[CH:14][CH:15]=[C:16]([C:19]4[S:23][C:22]([NH:24]CC5C=CC(OC)=CC=5)=[N:21][N:20]=4)[CH:17]=3)[NH:12][CH:11]=2)[CH:7]=[N:6][CH:5]=1)[CH3:2]>C(O)(C(F)(F)F)=O>[CH2:1]([O:3][C:4]1[N:9]=[C:8]([C:10]2[C:18]3[C:13](=[CH:14][CH:15]=[C:16]([C:19]4[S:23][C:22]([NH2:24])=[N:21][N:20]=4)[CH:17]=3)[NH:12][CH:11]=2)[CH:7]=[N:6][CH:5]=1)[CH3:2]. Procedure details: A glass microwave reaction vessel was charged with 5-(3-(6-ethoxypyrazin-2-yl)-1H-indol-5-yl)-N-(4-methoxybenzyl)-1,3,4-thiadiazol-2-amine (68 mg, 0.148 mmol) in TFA (1 mL). The reaction was stirred and heated in a Initiator microwave reactor (Personal Chemistry, Biotage AB, Inc., Uppsala, Sweden) at 120° C. for 30 min, then the solvent was removed. The residue was purified with RP-HPLC (10-40% ACN in H2O with 0.1% TFA) and the fractions were combined and MeCN was removed in vacuo. The mixture w...